This data is from the Open Reaction Database (ORD), a public repository of structured organic reaction records. The task is: describe an organic reaction: reactants, conditions, products, and yield The reactants are c1(B2OC(C(O2)(C)C)(C)C)c(n[nH]c1C)C, c1(cnc2c(n1)n(cc2)[C@H](c1c(ccc(c1Cl)F)Cl)C)Cl. Reagents/catalysts: c1ccc(cc1)-c2c3ccccc3cc4ccccc24 (9-Phenylanthracene), [OH-].[Na+] (NaOH), O (water), P(C1CCCC1)(c1ccccc1)c1ccccc1.P(C1CCCC1)(c1ccccc1)c1ccccc1.C(Cl)Cl.[Pd](Cl)Cl.[Fe]. The solvent is CN(C)C=O  (DMF). Run at temperature 100 celsius, time nan hour. The product is C[C@H](c1c(Cl)ccc(F)c1Cl)n2ccc3ncc(nc23)c4c(C)n[nH]c4C. Reaction SMILES: [CH3:1][CH:2]([n:12]1[c:20]([c:15]2[cH:14][cH:13]1)[n:19][c:18](Cl)[cH:17][n:16]2)[c:3]3[c:10]([Cl:11])[c:8]([F:9])[cH:7][cH:6][c:4]3[Cl:5].[CH3:21][c:22]1[c:27](B2OC(C)(C)C(C)(C)O2)[c:25]([CH3:26])[nH:24][n:23]1>>[CH3:1][C@@H:2]([n:12]1[c:20]([c:15]2[cH:14][cH:13]1)[n:19][c:18]([c:27]3[c:25]([CH3:26])[nH:24][n:23][c:22]3[CH3:21])[cH:17][n:16]2)[c:3]4[c:10]([Cl:11])[c:8]([F:9])[cH:7][cH:6][c:4]4[Cl:5]. The reactants are C(C)(C)(C)C=1C=C(C=C(C1O)C(C)(C)C)SC=1C=CC2=C(N(C(=N2)COC2=CC=C(C=O)C=C2)C)C1 (4-[6-(3,5-di-t-butyl-4-hydroxyphenylthio)-1-methyl-1H-benzimidazole-2-ylmethoxy]benzaldehyde), S1C(NC(C1)=O)=O (thiazolidine-2,4-dione), N1CCCCC1 (piperidine). The solvent is C(C)O (ethanol). The product is C(C)(C)(C)C=1C=C(C=C(C1O)C(C)(C)C)SC=1C=CC2=C(N(C(=N2)COC2=CC=C(C=C3C(NC(S3)=O)=O)C=C2)C)C1 (5-{4-[6-(3,5-Di-t-butyl-4-hydroxyphenylthio)-1-methyl-1H-benzimidazole-2-ylmethoxy]benzylidene}thiazolidine-2,4-dione). The yield is 86.0%. RXN SMILES: [C:1]([C:5]1[CH:6]=[C:7]([S:16][C:17]2[CH:18]=[CH:19][C:20]3[N:24]=[C:23]([CH2:25][O:26][C:27]4[CH:34]=[CH:33][C:30]([CH:31]=O)=[CH:29][CH:28]=4)[N:22]([CH3:35])[C:21]=3[CH:36]=2)[CH:8]=[C:9]([C:12]([CH3:15])([CH3:14])[CH3:13])[C:10]=1[OH:11])([CH3:4])([CH3:3])[CH3:2].[S:37]1[CH2:41][C:40](=[O:42])[NH:39][C:38]1=[O:43].N1CCCCC1>C(O)C>[C:12]([C:9]1[CH:8]=[C:7]([S:16][C:17]2[CH:18]=[CH:19][C:20]3[N:24]=[C:23]([CH2:25][O:26][C:27]4[CH:34]=[CH:33][C:30]([CH:31]=[C:41]5[S:37][C:38](=[O:43])[NH:39][C:40]5=[O:42])=[CH:29][CH:28]=4)[N:22]([CH3:35])[C:21]=3[CH:36]=2)[CH:6]=[C:5]([C:1]([CH3:2])([CH3:3])[CH3:4])[C:10]=1[OH:11])([CH3:15])([CH3:13])[CH3:14]. Procedure: A mixture of 4-[6-(3,5-di-t-butyl-4-hydroxyphenylthio)-1-methyl-1H-benzimidazole-2-ylmethoxy]benzaldehyde (502 mg), thiazolidine-2,4-dione (234 mg), piperidine (170 mg ) and ethanol (60 ml) was heated at reflux for 19 hours. The reaction mixture was evaporated to dryness and to the residue was added water and insoluble product was isolated by filtration and washed with water and diisopropyl ether to give the title compound (517 mg). Reactants: Brc1cncc(Br)c1, Cc1ccccc1, CCO, [Na+], [Na+], O=C([O-])[O-], OB(O)c1ccccc1. The product is Brc1cncc(-c2ccccc2)c1. As a reaction SMILES: [Br:1][c:2]1[cH:3][n:4][cH:5][c:6]([Br:7])[cH:8]1.[CH3:24][c:25]1[cH:26][cH:27][cH:28][cH:29][cH:30]1.[CH3:31][CH2:32][OH:33].[Na+:18].[Na+:19].[O-:20][C:21](=[O:22])[O-:23].[OH:9][B:10]([OH:11])[c:12]1[cH:13][cH:14][cH:15][cH:16][cH:17]1>>[c:2]1(-[c:12]2[cH:13][cH:14][cH:15][cH:16][cH:17]2)[cH:3][n:4][cH:5][c:6]([Br:7])[cH:8]1.